From a dataset of the Open Reaction Database (ORD), a public repository of structured organic reaction records. describe an organic reaction: reactants, conditions, products, and yield RXN SMILES: [CH2:1]([CH3:2])[C:3]1=[CH:7][CH2:6][CH:5]([OH:8])[CH2:4]1.[CH2:21]([C:22]1=[C:27]([CH3:28])[CH2:26][CH:24]([OH:25])[CH2:23]1)[CH3:29].[CH3:9][C:10]1([CH3:20])[CH:11]([C:17](=[O:18])[Cl:19])[CH:12]1[CH:13]=[C:14]([Cl:15])[Cl:16].[Cl:30][C:31]([C:32]([F:33])([F:34])[F:35])=[CH:36][CH:37]1[CH:38]([C:39]([Cl:40])=[O:41])[C:42]1([CH3:43])[CH3:44]>>[CH2:1]([CH3:2])[C:3]1=[CH:7][CH2:6][CH:5]([O:8][C:17]([CH:11]2[C:10]([CH3:9])([CH3:20])[CH:12]2[CH:13]=[C:14]([Cl:15])[Cl:16])=[O:18])[CH2:4]1. The reactants are CCC1=CCC(O)C1, CCC1=C(C)CC(O)C1, CC1(C)C(C=C(Cl)Cl)C1C(=O)Cl, CC1(C)C(C=C(Cl)C(F)(F)F)C1C(=O)Cl. Product: CCC1=CCC(OC(=O)C2C(C=C(Cl)Cl)C2(C)C)C1.